Dataset: the Open Reaction Database (ORD), a public repository of structured organic reaction records. Task: describe an organic reaction: reactants, conditions, products, and yield The reactants are C1CCC2=NCCCN2CC1, BrCC1CCCCC1, CN(C)C=O, O=C1c2ccccc2C(=O)N1O. Yields the product O=C1c2ccccc2C(=O)N1OCC1CCCCC1. RXN SMILES: [CH2:13]1[CH2:14][CH2:15][C:16]2=[N:21][CH2:20][CH2:19][CH2:18][N:17]2[CH2:22][CH2:23]1.[CH:24]1([CH2:30][Br:31])[CH2:25][CH2:26][CH2:27][CH2:28][CH2:29]1.[O:32]=[CH:33][N:34]([CH3:35])[CH3:36].[OH:1][N:2]1[C:3](=[O:12])[c:4]2[c:5]([cH:8][cH:9][cH:10][cH:11]2)[C:6]1=[O:7]>>[O:1]([N:2]1[C:3](=[O:12])[c:4]2[c:5]([cH:8][cH:9][cH:10][cH:11]2)[C:6]1=[O:7])[CH2:30][CH:24]1[CH2:25][CH2:26][CH2:27][CH2:28][CH2:29]1. Reactants: C(C)(C)(C)OC(=O)N[C@H](C(=O)O)C ((S)-2-((tert-butoxycarbonyl)amino)propanoic acid), C(=O)([O-])[O-].[Na+].[Na+] (Na2CO3), 5A, S(=O)(=O)(OCCl)Cl (chloromethyl chlorosulfate). Reagents/catalysts: S(=O)(=O)(O)[O-].C(CCC)[N+](CCCC)(CCCC)CCCC (tetrabutylammonium hydrogen sulfate). The solvent is C(Cl)Cl (DCM), O (water), ice water. The product is C(C)(C)(C)OC(=O)N[C@H](C(=O)OCCl)C ((S)-Chloromethyl 2-((tert-butoxycarbonyl)amino)propanoate). Reaction SMILES: [C:1]([O:5][C:6]([NH:8][C@@H:9]([CH3:13])[C:10]([OH:12])=[O:11])=[O:7])([CH3:4])([CH3:3])[CH3:2].C([O-])([O-])=O.[Na+].[Na+].S(Cl)(O[CH2:24][Cl:25])(=O)=O>S([O-])(O)(=O)=O.C([N+](CCCC)(CCCC)CCCC)CCC.C(Cl)Cl.O>[C:1]([O:5][C:6]([NH:8][C@@H:9]([CH3:13])[C:10]([O:12][CH2:24][Cl:25])=[O:11])=[O:7])([CH3:4])([CH3:2])[CH3:3] |f:1.2.3,5.6|. Procedure details: To a vigorously stirred mixture of (S)-2-((tert-butoxycarbonyl)amino)propanoic acid (1 g, 5.29 mmol), tetrabutylammonium hydrogen sulfate (0.359 g, 1.057 mmol), and Na2CO3 (2.80 g, 26.4 mmol) in DCM 20 (mL) and water (20 mL) cooled in an ice/water bath was slowly added chloromethyl chlorosulfate (1.09 mL, 10.57 mmol) over a 4 min period. After stirring in ice/water bath for 30 min the cold bath was removed and the reaction allowed to stir at room temperature. After stirring 16 h at room temperat... Reactants: C(C1=CC=CC=C1)(=O)C1=CC=CC=C1 (benzophenone), Cl.C(C)OC(CN)=O (glycine ethyl ester hydrochloride), C1(=CC=CC=C1)C (toluene), BF3 Et2O, C(CCC)N(CCCC)CCCC (Tributylamine), C(C1=CC=CC=C1)(=O)C1=CC=CC=C1 (benzophenone). The solvent is O (water). Conditions: temperature 20 celsius. The product is C(C)OC(CN=C(C1=CC=CC=C1)C1=CC=CC=C1)=O (N-(diphenylmethylene)glycine ethyl ester). RXN SMILES: [C:1]([C:9]1[CH:14]=[CH:13][CH:12]=[CH:11][CH:10]=1)(=O)[C:2]1[CH:7]=[CH:6][CH:5]=[CH:4][CH:3]=1.Cl.[CH2:16]([O:18][C:19](=[O:22])[CH2:20][NH2:21])[CH3:17].C1(C)C=CC=CC=1.C(N(CCCC)CCCC)CCC>O>[CH2:16]([O:18][C:19](=[O:22])[CH2:20][N:21]=[C:1]([C:9]1[CH:14]=[CH:13][CH:12]=[CH:11][CH:10]=1)[C:2]1[CH:7]=[CH:6][CH:5]=[CH:4][CH:3]=1)[CH3:17] |f:1.2|. Procedure details: To a 250 mL round bottom flask, was added 5.52 g of benzophenone (1 eq), 8.46 g of glycine ethyl ester hydrochloride (1, 2 eq), 67 mL of toluene, and a trace amount of BF3 Et2O. The slurry was heated to reflux (112˜113° C.). Tributylamine (11.2 g) was then added dropwise over 120 min. The reaction mixture was stirred at reflux (114-116° C.) until the area percent (AP) of benzophenone <9.0% by HPLC (22-29 h). The reaction mixture was cooled to 15-25° C. and water (35 mL) was added. After phase se... Reactants: CCOC(C)=O, [H][H], CC(C)(C)CC(C)(C)NC(=O)c1ccc([N+](=O)[O-])cc1, O. The product is CC(C)(C)CC(C)(C)NC(=O)c1ccc(N)cc1. RXN SMILES: [CH3:23][CH2:24][O:25][C:26](=[O:27])[CH3:28].[H:21][H:22].[N+:1]([O-:2])(=[O:3])[c:4]1[cH:5][cH:6][c:7]([C:8](=[O:9])[NH:10][C:11]([CH3:12])([CH3:13])[CH2:14][C:15]([CH3:16])([CH3:17])[CH3:18])[cH:19][cH:20]1.[OH2:29]>>[NH2:1][c:4]1[cH:5][cH:6][c:7]([C:8](=[O:9])[NH:10][C:11]([CH3:12])([CH3:13])[CH2:14][C:15]([CH3:16])([CH3:17])[CH3:18])[cH:19][cH:20]1. The reactants are CCCCCCCCC=CCCCCCCCC(=O)OCC(COP(=O)(O)OCC(CO)O)OC(=O)CCCCCCCC=CCCCCCCCC.CCCCCCCC/C=C\CCCCCCCC(=O)OC[C@H](COP(=O)([O-])OCC[N+](C)(C)C)OC(=O)CCCCCCC/C=C\CCCCCCCC (DOPG DOPC), C1(C=CC(N1)=O)=O (maleimide), CCCCCCCCC=CCCCCCCCC(=O)OCC(COP(=O)(O)OCC(CO)O)OC(=O)CCCCCCCC=CCCCCCCCC (DOPG), CCCCCCCC/C=C\CCCCCCCC(=O)OC[C@H](COP(=O)([O-])OCC[N+](C)(C)C)OC(=O)CCCCCCC/C=C\CCCCCCCC (DOPC), C1(C=CC(N1)=O)=O (maleimide), C(Cl)(Cl)Cl (chloroform). Product: CCCCCCCC/C=C\CCCCCCCCOCC(C[N+](C)(C)C)OCCCCCCCC/C=C\CCCCCCCC.[Cl-] (DOTMA). RXN SMILES: [CH3:1][CH2:2][CH2:3][CH2:4][CH2:5][CH2:6][CH2:7][CH2:8][CH:9]=[CH:10][CH2:11][CH2:12][CH2:13][CH2:14][CH2:15][CH2:16][CH2:17][C:18]([O:20][CH2:21][CH:22]([O:34][C:35]([CH2:37][CH2:38][CH2:39][CH2:40][CH2:41][CH2:42][CH2:43][CH:44]=[CH:45][CH2:46][CH2:47][CH2:48][CH2:49][CH2:50][CH2:51][CH2:52][CH3:53])=O)[CH2:23]OP(OCC(O)CO)(O)=O)=O.CCCCCCCC/C=C\CCCCCCCC(OC[C@@H](OC(CCCCCCC/C=C\CCCCCCCC)=O)COP(OC[CH2:83][N+:84](C)([CH3:86])[CH3:85])([O-])=O)=O.C1(=O)NC(=O)C=C1.CCCCCCCCC=CCCCCCCCC(OCC(OC(CCCCCCCC=CCCCCCCCC)=O)COP(OCC(O)CO)(O)=O)=O.CCCCCCCC/C=C\CCCCCCCC(OC[C@@H](OC(CCCCCCC/C=C\CCCCCCCC)=O)COP(OCC[N+](C)(C)C)([O-])=O)=O.C(Cl)(Cl)[Cl:223]>>[CH3:1][CH2:2][CH2:3][CH2:4][CH2:5][CH2:6][CH2:7][CH2:8]/[CH:9]=[CH:10]\[CH2:11][CH2:12][CH2:13][CH2:14][CH2:15][CH2:16][CH2:17][CH2:18][O:20][CH2:21][CH:22]([O:34][CH2:35][CH2:37][CH2:38][CH2:39][CH2:40][CH2:41][CH2:42][CH2:43]/[CH:44]=[CH:45]\[CH2:46][CH2:47][CH2:48][CH2:49][CH2:50][CH2:51][CH2:52][CH3:53])[CH2:23][N+:84]([CH3:86])([CH3:85])[CH3:83].[Cl-:223] |f:0.1,6.7|. Reported procedure: DOPG/DOPC sonicated vesicles containing maleimide-PE were prepared by dissolving 16 mg DOPG, 24 mg DOPC and 0.4 mg maleimide-PE in chloroform and removing the solvent by drying under a stream of nitrogen gas. This dried film was placed under vacuum overnight to remove traces of solvent. The film was then suspended in 0.8 ml water with vigorous shaking and sonicated in a bath type sonicator for 30 minutes until clear producing DOTMA/DOPPC SUV's at a concentration of 50 mg/ml. Starting materials: ClC1=CC(=CC=C1)C(=O)OO (m-chloro-perbenzoic acid), C(C)(=O)OCC=1CS[C@H]2N(C1C(=O)OC(C1=CC=CC=C1)C1=CC=CC=C1)C(C2NC(C(=NOC2C(OCC2)=O)C=2N=C(SC2)NC(C2=CC=CC=C2)(C2=CC=CC=C2)C2=CC=CC=C2)=O)=O (diphenylmethyl 3-acetoxymethyl-7-[2-(2-tritylamino-4-thiazolyl)-2-(2-oxo-3-tetrahydrofuranyloxyimino)-acetamido]-ceph-3-eme-4-carboxylate). Run in C(Cl)Cl (methylene chloride), C(Cl)Cl (methylene chloride). Reaction conditions: time 1 hour. Product: O=S1CC(=C(N2[C@H]1C(C2=O)NC(C(=NOC2C(OCC2)=O)C=2N=C(SC2)NC(C2=CC=CC=C2)(C2=CC=CC=C2)C2=CC=CC=C2)=O)C(=O)OC(C2=CC=CC=C2)C2=CC=CC=C2)COC(C)=O (diphenylmethyl 1-oxo-3-acetoxymethyl-7-[2-(2-tritylamino-4-thiazolyl)-2-(2-oxo-3-tetrahydrofuranyloxyimino)-acetamido]-ceph-3-eme- 4-carboxylate). As a reaction SMILES: ClC1C=CC=C(C(OO)=[O:9])C=1.[C:12]([O:15][CH2:16][C:17]1[CH2:18][S:19][C@@H:20]2[CH:40]([NH:41][C:42](=[O:77])[C:43]([C:52]3[N:53]=[C:54]([NH:57][C:58]([C:71]4[CH:76]=[CH:75][CH:74]=[CH:73][CH:72]=4)([C:65]4[CH:70]=[CH:69][CH:68]=[CH:67][CH:66]=4)[C:59]4[CH:64]=[CH:63][CH:62]=[CH:61][CH:60]=4)[S:55][CH:56]=3)=[N:44][O:45][CH:46]3[CH2:50][CH2:49][O:48][C:47]3=[O:51])[C:39](=[O:78])[N:21]2[C:22]=1[C:23]([O:25][CH:26]([C:33]1[CH:38]=[CH:37][CH:36]=[CH:35][CH:34]=1)[C:27]1[CH:32]=[CH:31][CH:30]=[CH:29][CH:28]=1)=[O:24])(=[O:14])[CH3:13]>C(Cl)Cl>[O:9]=[S:19]1[C@@H:20]2[CH:40]([NH:41][C:42](=[O:77])[C:43]([C:52]3[N:53]=[C:54]([NH:57][C:58]([C:59]4[CH:60]=[CH:61][CH:62]=[CH:63][CH:64]=4)([C:71]4[CH:76]=[CH:75][CH:74]=[CH:73][CH:72]=4)[C:65]4[CH:66]=[CH:67][CH:68]=[CH:69][CH:70]=4)[S:55][CH:56]=3)=[N:44][O:45][CH:46]3[CH2:50][CH2:49][O:48][C:47]3=[O:51])[C:39](=[O:78])[N:21]2[C:22]([C:23]([O:25][CH:26]([C:33]2[CH:34]=[CH:35][CH:36]=[CH:37][CH:38]=2)[C:27]2[CH:32]=[CH:31][CH:30]=[CH:29][CH:28]=2)=[O:24])=[C:17]([CH2:16][O:15][C:12](=[O:14])[CH3:13])[CH2:18]1. Procedure: A solution of 0.420 g of m-chloro-perbenzoic acid in 8 ml of methylene chloride was added under an inert atmosphere to a stirred solution of 1.525 g of the product of Step A in 8 ml of methylene chloride cooled on an ice bath to 0° to 5° C. and the mixture was stirred for one hour at that temperature. The mixture was evaporated to dryness under reduced pressure and the residue was taken up in 20 ml of ethyl acetate. The organic phase was washed with aqueous sodium bicarbonate solution and then w... The reactants are [Cl-].[NH4+] (ammonium chloride), ClC1=CC(=C(C(C(=O)OC)=C1)O)[N+](=O)[O-] (methyl 5-chloro-3-nitrosalicylate), resultant solution. Reagents/catalysts: [Fe] (iron). The solvent is C1(=CC=CC=C1)C (toluene). Product: NC1=C(C(C(=O)OC)=CC(=C1)Cl)O (methyl 3-amino -5-chlorosalicylate). The yield is 59.4%. As a reaction SMILES: [Cl-].[NH4+].[Cl:3][C:4]1[CH:13]=[C:8]([C:9]([O:11][CH3:12])=[O:10])[C:7]([OH:14])=[C:6]([N+:15]([O-])=O)[CH:5]=1>C1(C)C=CC=CC=1.[Fe]>[NH2:15][C:6]1[CH:5]=[C:4]([Cl:3])[CH:13]=[C:8]([C:9]([O:11][CH3:12])=[O:10])[C:7]=1[OH:14] |f:0.1|. Procedure: To 100 ml of an aqueous 0.78N ammonium chloride solution (with heating at 85° C.) is added 33.4 g of powdery iron with stirring followed by addition of a solution of 49.1 g of methyl 5-chloro-3-nitrosalicylate in 500 ml of toluene over 30 minutes. The reaction temperature rises to 95° C. The resultant solution is stirred at 80°-90° C. for an hour, and filtered with suction through hot celite. The mother liquor is poured into 1 l of ice-cold water, and the toluene layer is separated, washed with ...